describe an organic reaction: reactants, conditions, products, and yield From a dataset of the Open Reaction Database (ORD), a public repository of structured organic reaction records. Reactants: Cl[Si](C)(C)C (chlorotrimethylsilane), C(C)C=1C(=NC(=C(C1)C1=NOC=N1)C)OC (3-ethyl-2-methoxy-6-methyl-5-(1,2,4-oxadiazol-3-yl)pyridine), [I-].[Na+] (sodium iodide), C(C)#N (acetonitrile). Solvent: O (water). Conditions: temperature 65 celsius, time 16 hour. Yields the product C(C)C=1C(NC(=C(C1)C1=NOC=N1)C)=O (3-ethyl-6-methyl-5-(1,2,4-oxadiazol-3-yl)-1H-pyridin-2-one). The yield is 72.3%. As a reaction SMILES: [CH2:1]([C:3]1[C:4]([O:15]C)=[N:5][C:6]([CH3:14])=[C:7]([C:9]2[N:13]=[CH:12][O:11][N:10]=2)[CH:8]=1)[CH3:2].[I-].[Na+].C(#N)C.Cl[Si](C)(C)C>O>[CH2:1]([C:3]1[C:4](=[O:15])[NH:5][C:6]([CH3:14])=[C:7]([C:9]2[N:13]=[CH:12][O:11][N:10]=2)[CH:8]=1)[CH3:2] |f:1.2|. Reported procedure: To a mixture of 3-ethyl-2-methoxy-6-methyl-5-(1,2,4-oxadiazol-3-yl)pyridine (56 mg, 0.256 mmol) and sodium iodide (117 mg, 0.78 mmol) under a nitrogen atmosphere is added anhydrous acetonitrile (4 mL) followed by drop-wise addition of chlorotrimethylsilane (97.5 μL, 0.776 mmol). The reaction mixture is stirred at 65° C. under nitrogen for 16 hr. The reaction mixture is allowed to cool, diluted with water and the resulting mixture is extracted with five portions of dichloromethane. The combined e... As a reaction SMILES: [NH:1]1[CH:5]=[C:4]([C:6](=[S:8])[NH2:7])[N:3]=[CH:2]1.Br[CH2:10][C:11](=O)[C:12]([O:14][CH2:15][CH3:16])=[O:13]>C(O)C>[NH:1]1[CH:5]=[C:4]([C:6]2[S:8][CH:10]=[C:11]([C:12]([O:14][CH2:15][CH3:16])=[O:13])[N:7]=2)[N:3]=[CH:2]1. The product is N1C=NC(=C1)C=1SC=C(N1)C(=O)OCC (Ethyl 2-(1H-imidazol-4-yl)thiazole-4-carboxylate). Solvent: C(C)O (ethanol). The reactants are N1C=NC(=C1)C(N)=S (1H-Imidazole-4-carbothioamide), BrCC(C(=O)OCC)=O (ethyl bromopyruvate). Reported procedure: 1H-Imidazole-4-carbothioamide (1 g, 7.86 mmol) and ethyl bromopyruvate (0.987 ml, 7.86 mmol) were dissolved in ethanol (20 ml). The resulting mixture was refluxed for 1.5 hours. The mixture was kept at 0° C. for an hour and filtered. Both the filtered precipitate and filtrate contained the product and both were evaporated. The filtrate was triturated twice from ethanol. In the end all precipitates were combined. LC-MS: [M+1]=224.25. Reactants: Cl.NC(=N)N (guanidine hydrochloride), CC(C)(C)[O-].[K+] (potassium tert-butylate), CN1C=CC2=C(C=C(C=C12)C=O)OCOCC[Si](C)(C)C (1-methyl-4-(2-trimethylsilanyl-ethoxymethoxy)-1H-indole-6-carbaldehyde), N(C1=CC=CC=C1)CCC#N (3-anilinopropionitrile), CN1C=CC2=C(C=C(C=C12)CC=1C(=NC(=NC1)N)N)OCOCC[Si](C)(C)C (5-[1-Methyl-4-(2-trimethylsilanyl-ethoxymethoxy)-1H-indol-6-ylmethyl]-pyrimidine-2,4-diamine). The solvent is C(C)O (ethanol), C(C)(C)(C)O (tert-butanol), CS(=O)C (methyl sulfoxide), C(C)(=O)OCC (ethyl acetate). Run at temperature 70 celsius, time 22 hour. The product is CO.[NH4+].[OH-] (MeOH NH4OH), NC1=NC=C(C(=N1)N)CC=1C=C(C=2C=CN(C2C1)C)O (6-(2,4-Diamino-pyrimidin-5-ylmethyl)-1-methyl-1H-indol-4-ol). The yield is 43.0%. As a reaction SMILES: [CH3:1][N:2]1[C:10]2[C:5](=[C:6]([O:20]COCC[Si](C)(C)C)[CH:7]=[C:8]([CH2:11][C:12]3[C:13]([NH2:19])=[N:14][C:15]([NH2:18])=[N:16][CH:17]=3)[CH:9]=2)[CH:4]=[CH:3]1.CC([O-:33])(C)C.[K+].CN1C2C(=C(OCOCC[Si](C)(C)C)C=C(C=O)C=2)C=C1.N(CCC#N)C1C=CC=CC=1.Cl.NC(N)=N>C(O)(C)(C)C.CS(C)=O.C(OCC)(=O)C.C(O)C>[CH3:6][OH:20].[NH4+:2].[OH-:33].[NH2:18][C:15]1[N:14]=[C:13]([NH2:19])[C:12]([CH2:11][C:8]2[CH:7]=[C:6]([OH:20])[C:5]3[CH:4]=[CH:3][N:2]([CH3:1])[C:10]=3[CH:9]=2)=[CH:17][N:16]=1 |f:1.2,5.6,11.12.13|. Procedure details: 5-[1-Methyl-4-(2-trimethylsilanyl-ethoxymethoxy)-1H-indol-6-ylmethyl]-pyrimidine-2,4-diamine. A warm solution of potassium tert-butylate (2.68 g, 23.4 mmol) in tert-butanol (20 mL) was added to a room temperature solution of 1-methyl-4-(2-trimethylsilanyl-ethoxymethoxy)-1H-indole-6-carbaldehyde (5.95 g, 19.5 mmol) and 3-anilinopropionitrile (3.20 g, 21.4 mmol) in methyl sulfoxide (70 mL). After 2 h the solution was diluted with ethyl acetate, washed with water and brine, dried (MgSO4), and evapo... The reactants are BrC=1C(=C(C=C(C1OCC)C(C)Cl)Cl)C (3-bromo-1-chloro-5-(1-chloroethyl)-4-ethoxy-2-methylbenzene), CC1=NNC2=NC=NC(=C21)N (3-methyl-1H-pyrazolo[3,4-d]pyrimidin-4-amine), [I-].[K+] (potassium iodide), C([O-])([O-])=O.[Cs+].[Cs+] (cesium carbonate). Run in CN(C=O)C (N,N-dimethylformamide), C(Cl)Cl (methylene chloride). Conditions: temperature 140 celsius, time 1 hour. Product: BrC=1C(=C(C=C(C1C)Cl)C(C)N1N=C(C=2C1=NC=NC2N)C)OCC (1-(1-(3-Bromo-5-chloro-2-ethoxy-4-methylphenyl)ethyl)-3-methyl-1H-pyrazolo[3,4-d]pyrimidin-4-amine). Reaction SMILES: [Br:1][C:2]1[C:3]([CH3:15])=[C:4]([Cl:14])[CH:5]=[C:6]([CH:11](Cl)[CH3:12])[C:7]=1[O:8][CH2:9][CH3:10].[CH3:16][C:17]1[C:25]2[C:20](=[N:21][CH:22]=[N:23][C:24]=2[NH2:26])[NH:19][N:18]=1.[I-].[K+].C(=O)([O-])[O-].[Cs+].[Cs+]>CN(C)C=O.C(Cl)Cl>[Br:1][C:2]1[C:7]([O:8][CH2:9][CH3:10])=[C:6]([CH:11]([N:19]2[C:20]3=[N:21][CH:22]=[N:23][C:24]([NH2:26])=[C:25]3[C:17]([CH3:16])=[N:18]2)[CH3:12])[CH:5]=[C:4]([Cl:14])[C:3]=1[CH3:15] |f:2.3,4.5.6|. Procedure: A mixture of 3-bromo-1-chloro-5-(1-chloroethyl)-4-ethoxy-2-methylbenzene (150 mg, 0.50 mmol), 3-methyl-1H-pyrazolo[3,4-d]pyrimidin-4-amine (110 mg, 0.76 mmol), potassium iodide (9 mg, 0.05 mmol) and cesium carbonate (330 mg, 1.0 mmol) in N,N-dimethylformamide (4 mL) was stirred at 140° C. for 1 h. The mixture was diluted with methylene chloride, washed with sat. NaHCO3, water, brine, dried over Na2SO4, filtered and concentrated. The crude product was purified by silica gel chromatography, elutin... Solvent: alcohol, C(C)N(CC)CC (triethylamine). As a reaction SMILES: [CH2:1]([NH:5][C:6]1[C:7]([C:19]([O:21][CH2:22][CH3:23])=[O:20])=[CH:8][C:9]2[C:10]([N:18]=1)=[CH:11]N=[N:13][C:14]=2OCC)[CH2:2][CH2:3][CH3:4].[F:24][C:25]([F:34])([F:33])[C:26]1C=C(C=C[CH:32]=1)N>C(N(CC)CC)C>[C:14]([C:9]1[CH:8]=[C:7]([C:19]([O:21][CH2:22][CH3:23])=[O:20])[C:6]([NH:5][C:1]2[CH:2]=[CH:3][CH:4]=[C:26]([C:25]([F:34])([F:33])[F:24])[CH:32]=2)=[N:18][C:10]=1[CH3:11])#[N:13]. The product is C(#N)C=1C=C(C(=NC1C)NC1=CC(=CC=C1)C(F)(F)F)C(=O)OCC (5-Cyano-6-methyl-2-[[3-(trifluormethyl)phenyl]amino]-3-pyridine-carboxylic acid, ethyl ester). Conditions: temperature 80 celsius, time 5 hour. Starting materials: C(CCC)NC=1C(=CC=2C(=CN=NC2OCC)N1)C(=O)OCC (2-Butylamino-5-ethoxy-pyrido[2,3-d]pyridazine-3-carboxylic acid, ethyl ester), FC(C=1C=C(N)C=CC1)(F)F (3-trifluormethylaniline). Procedure details: 56 g of 2-chloro-5-cyano-6-methyl-3-pyridine-carboxylic acid, ethyl ester (0.25 mol) of Example 2 (b) are dissolved in 200 ml of alcohol. 30 g of triethylamine are added and the solution is heated at 80° C. with stirring. Now 34 g of 3-trifluormethylaniline are added and heating is continued for 5 hours. The solution is poured onto ice and the precipitated title compound filtered off. Yield 70 g (80%); m.p. 149°-151° C. (methanol). The reactants are CCC(CC(O)C#N)C(C)[N+](=O)[O-], Cl, O, O=S(=O)(O)O. Yields the product CCC(CC(O)C(N)=O)C(C)[N+](=O)[O-]. Reaction SMILES: [CH2:7]([CH3:8])[CH:9]([CH2:10][CH:11]([C:12]#[N:13])[OH:14])[CH:15]([CH3:16])[N+:17](=[O:18])[O-:19].[ClH:1].[OH2:20].[S:2]([OH:3])(=[O:4])(=[O:5])[OH:6]>>[O:3]=[C:12]([CH:11]([CH2:10][CH:9]([CH2:7][CH3:8])[CH:15]([CH3:16])[N+:17](=[O:18])[O-:19])[OH:14])[NH2:13]. The reactants are C(CC)[C@]12[C@H](CC[C@H]2C2=C(CC1)C=1C=CC(=CC1CC2)OC)O (13β-n-propyl-3-methoxy-gona-1,3,5(10), 8-tetraen-17β-ol), [Li] (lithium). Run in O1CCCC1 (tetrahydrofuran), NC1=CC=CC=C1 (aniline), N (ammonia). Reaction conditions: time 3 hour. Yields the product C(CC)[C@]12[C@H](CC[C@H]2[C@H]2[C@H](CC1)C=1C=CC(=CC1CC2)OC)O (13β-n-propyl-3-methoxy-gona-1,3,5(10) -trien-17β-ol). Yield: 99.4%. As a reaction SMILES: [CH2:1]([C@:4]12[CH2:12][CH2:11][C:10]3[C:13]4[CH:14]=[CH:15][C:16]([O:21][CH3:22])=[CH:17][C:18]=4[CH2:19][CH2:20][C:9]=3[C@@H:8]1[CH2:7][CH2:6][C@@H:5]2[OH:23])[CH2:2][CH3:3].[Li]>O1CCCC1.NC1C=CC=CC=1.N>[CH2:1]([C@:4]12[CH2:12][CH2:11][C@@H:10]3[C:13]4[CH:14]=[CH:15][C:16]([O:21][CH3:22])=[CH:17][C:18]=4[CH2:19][CH2:20][C@H:9]3[C@@H:8]1[CH2:7][CH2:6][C@@H:5]2[OH:23])[CH2:2][CH3:3] |^1:23|. Reported procedure: Add 13β-n-propyl-3-methoxy-gona-1,3,5(10), 8-tetraen-17β-ol (3.1 g.) dissolved in a mixture of tetrahydrofuran (10 cc.) and freshly distilled aniline (60 cc.) to liquid ammonia (160 cc.) and add lithium metal (1.5 g.) in small pieces. Stir the reaction mixture for 3 hours, then quench with solid ammonium chloride (12.5 g.) and take up in water. Ether-extract the product and evaporate the washed and dried extracts to obtain a semisolid residue of crude 13β-n-propyl-3-methoxy-gona-1,3,5(10) -trien... The reactants are ClC=1C=C(C=CC1)O (3-chlorophenol), CCC1CO1 (α-butylene oxide), O.[OH-].[Li+] (lithium hydroxide monohydrate). The product is ClC=1C=C(OCC(CC)O)C=CC1 (1-(3-Chlorophenoxy)-2-Butanol). As a reaction SMILES: [Cl:1][C:2]1[CH:3]=[C:4]([OH:8])[CH:5]=[CH:6][CH:7]=1.[CH3:9][CH2:10][CH:11]1[O:13][CH2:12]1.O.[OH-].[Li+]>>[Cl:1][C:2]1[CH:3]=[C:4]([CH:5]=[CH:6][CH:7]=1)[O:8][CH2:12][CH:11]([OH:13])[CH2:10][CH3:9] |f:2.3.4|. Procedure: is obtained analogously to Example H1 by using 51.4 g of 3-chlorophenol, 28.8 g of α-butylene oxide and 1.0 g of lithium hydroxide monohydrate in a yield of 71.4 g in the form of an oil; b.p. 83°-84° C./0.04 torr. Starting materials: O(C1=CC=CC=C1)C(=O)NC=1SC2=C(C=NC=C2)N1 (2-phenoxycarbonylaminothiazolo[4,5-c]-pyridine), N1CCCC1 (pyrrolidine). The solvent is CN(C)C=O (DMF). Reaction conditions: temperature 70 celsius. Yields the product N1(CCCC1)C(=O)NC=1SC2=C(C=NC=C2)N1 (2-(Pyrrolidin-1-ylcarbonylamino)thiazolo[4,5-c]pyridine). The yield is 98.0%. RXN SMILES: O([C:8]([NH:10][C:11]1[S:12][C:13]2[CH:18]=[CH:17][N:16]=[CH:15][C:14]=2[N:19]=1)=[O:9])C1C=CC=CC=1.[NH:20]1[CH2:24][CH2:23][CH2:22][CH2:21]1>CN(C=O)C>[N:20]1([C:8]([NH:10][C:11]2[S:12][C:13]3[CH:18]=[CH:17][N:16]=[CH:15][C:14]=3[N:19]=2)=[O:9])[CH2:24][CH2:23][CH2:22][CH2:21]1. Procedure: A mixture of 2-phenoxycarbonylaminothiazolo[4,5-c]-pyridine (200 mg, 0.73 mmole) and pyrrolidine (0.3 ml) in DMF (2 ml) was heated at 70° C. for 30 minutes and evaporated in vacuo. The residue was triturated with ether to give 180 mg (98%) of the desired product. Mp. 218°~220° C.